Dataset: the Open Reaction Database (ORD), a public repository of structured organic reaction records. Task: describe an organic reaction: reactants, conditions, products, and yield Starting materials: C(C)OC(O[C@@H]1C=C[C@@H](C1)N1C2=NC(=NC(=C2N=C1)Cl)Cl)=O (carbonic acid (1S,4R)-4-(2,6-dichloro-purin-9-yl)-cyclopent-2-enyl ester ethyl ester), C(C)OC(O[C@@H]1C=C[C@@H](C1)N1C2=NC(=NC(=C2N=C1)Cl)Cl)=O (carbonic acid (1S,4R)-4-(2,6-dichloro-purin-9-yl)-cyclopent-2-enyl ester ethyl ester), N1N=CC(=C1)CO ((1H-pyrazol-4-yl)-methanol), C1(=CC=CC=C1)P(C1=CC=CC=C1)C1=CC=CC=C1 (triphenyl phosphine). The reagents and catalysts are C=1C=CC(=CC1)/C=C/C(=O)/C=C/C2=CC=CC=C2.C=1C=CC(=CC1)/C=C/C(=O)/C=C/C2=CC=CC=C2.C=1C=CC(=CC1)/C=C/C(=O)/C=C/C2=CC=CC=C2.[Pd].[Pd] (Tris(dibenzylideneacetone)dipalladium). The solvent is C1CCOC1 (THF). Reaction conditions: temperature 50 celsius, time 1 hour. Yields the product ClC1=NC(=C2N=CN(C2=N1)[C@H]1C=C[C@H](C1)N1N=CC(=C1)CO)Cl ({1-[(1S,4R)-4-(2,6-Dichloro-purin-9-yl)-cyclopent-2-enyl]-1H-pyrazol-4-yl}-methanol). As a reaction SMILES: C(OC(=O)O[C@H:6]1[CH2:10][C@@H:9]([N:11]2[CH:19]=[N:18][C:17]3[C:12]2=[N:13][C:14]([Cl:21])=[N:15][C:16]=3[Cl:20])[CH:8]=[CH:7]1)C.[NH:23]1[CH:27]=[C:26]([CH2:28][OH:29])[CH:25]=[N:24]1.C1(P(C2C=CC=CC=2)C2C=CC=CC=2)C=CC=CC=1>C1COCC1.C1C=CC(/C=C/C(/C=C/C2C=CC=CC=2)=O)=CC=1.C1C=CC(/C=C/C(/C=C/C2C=CC=CC=2)=O)=CC=1.C1C=CC(/C=C/C(/C=C/C2C=CC=CC=2)=O)=CC=1.[Pd].[Pd]>[Cl:21][C:14]1[N:13]=[C:12]2[C:17]([N:18]=[CH:19][N:11]2[C@@H:9]2[CH2:10][C@H:6]([N:23]3[CH:27]=[C:26]([CH2:28][OH:29])[CH:25]=[N:24]3)[CH:7]=[CH:8]2)=[C:16]([Cl:20])[N:15]=1 |f:4.5.6.7.8|. Procedure: A mixture comprising carbonic acid (1S,4R)-4-(2,6-dichloro-purin-9-yl)-cyclopent-2-enyl ester ethyl ester (Intermediate 1) (1.00 g, 2.92 mmol), (1H-pyrazol-4-yl)-methanol (preparation shown below) (0.34 g, 3.50 mmol) and triphenyl phosphine (0.115 g, 0.44 mmol) in deoxygenated THF (10 mL) under an inert atmosphere of argon is treated with tris(dibenzylideneacetone)dipalladium (0) (0.13 g, 0.15 mmol) and stirred at 50° C. for 1 hour. The solvent is removed in vacuo and the crude product is purifi... Starting materials: CN(C)C(=O)C1CCCN1c1ccc([N+](=O)[O-])cc1, CO, O=C[O-], [NH4+], [Pd]. The product is CN(C)C(=O)C1CCCN1c1ccc(N)cc1. Reaction SMILES: [CH3:1][N:2]([C:3](=[O:4])[CH:5]1[N:6]([c:10]2[cH:11][cH:12][c:13]([N+:16]([O-:17])=[O:18])[cH:14][cH:15]2)[CH2:7][CH2:8][CH2:9]1)[CH3:19].[CH3:24][OH:25].[CH:20]([O-:21])=[O:22].[NH4+:23].[Pd:26]>>[CH3:1][N:2]([C:3](=[O:4])[CH:5]1[N:6]([c:10]2[cH:11][cH:12][c:13]([NH2:16])[cH:14][cH:15]2)[CH2:7][CH2:8][CH2:9]1)[CH3:19]. The reactants are CC(C)C(=O)Nc1cccc(C2CCNCC2)c1, O=Cc1cccc(Oc2cccc(C(F)(F)F)c2)c1. The product is CC(C)C(=O)Nc1cccc(C2CCN(Cc3cccc(Oc4cccc(C(F)(F)F)c4)c3)CC2)c1. RXN SMILES: [CH3:20][CH:21]([C:22](=[O:23])[NH:24][c:25]1[cH:26][c:27]([CH:31]2[CH2:32][CH2:33][NH:34][CH2:35][CH2:36]2)[cH:28][cH:29][cH:30]1)[CH3:37].[F:1][C:2]([c:3]1[cH:4][c:5]([O:6][c:7]2[cH:8][c:9]([CH:10]=[O:11])[cH:12][cH:13][cH:14]2)[cH:15][cH:16][cH:17]1)([F:18])[F:19]>>[F:1][C:2]([c:3]1[cH:4][c:5]([O:6][c:7]2[cH:8][c:9]([CH2:10][N:34]3[CH2:33][CH2:32][CH:31]([c:27]4[cH:26][c:25]([NH:24][C:22]([CH:21]([CH3:20])[CH3:37])=[O:23])[cH:30][cH:29][cH:28]4)[CH2:36][CH2:35]3)[cH:12][cH:13][cH:14]2)[cH:15][cH:16][cH:17]1)([F:18])[F:19]. As a reaction SMILES: [Br:27][CH2:28][C:29]#[C:30][Si:31]([CH3:32])([CH3:33])[CH3:34].[Cl:1][c:2]1[c:3]([O:20][CH2:21][C:22](=[O:23])[O:24][CH2:25][CH3:26])[cH:4][c:5]2[c:9]([c:10]1[Cl:11])[C:8](=[O:12])[CH:7]([c:13]1[cH:14][cH:15][c:16]([Cl:19])[cH:17][cH:18]1)[CH2:6]2>>[Cl:1][c:2]1[c:3]([O:20][CH2:21][C:22](=[O:23])[O:24][CH2:25][CH3:26])[cH:4][c:5]2[c:9]([c:10]1[Cl:11])[C:8](=[O:12])[C:7]([c:13]1[cH:14][cH:15][c:16]([Cl:19])[cH:17][cH:18]1)([CH2:28][C:29]#[C:30][Si:31]([CH3:32])([CH3:33])[CH3:34])[CH2:6]2. Starting materials: C[Si](C)(C)C#CCBr, CCOC(=O)COc1cc2c(c(Cl)c1Cl)C(=O)C(c1ccc(Cl)cc1)C2. Yields the product CCOC(=O)COc1cc2c(c(Cl)c1Cl)C(=O)C(CC#C[Si](C)(C)C)(c1ccc(Cl)cc1)C2. Starting materials: N1C(CCC1)=O (2-pyrrolidone), O (water), [OH-].[K+] (potassium hydroxide), C(C)OC(CCl)=O (ethylchloroacetate). Run in CS(=O)C (dimethylsulphoxide). Yields the product C(=O)(OCC)COC(C)=O (acetic acid carboethoxymethyl ester). RXN SMILES: N1CC[CH2:3][C:2]1=[O:6].[OH-:7].[K+].[CH2:9]([O:11][C:12](=[O:15])[CH2:13]Cl)[CH3:10].O>CS(C)=O>[C:12]([CH2:13][O:7][C:2](=[O:6])[CH3:3])([O:11][CH2:9][CH3:10])=[O:15] |f:1.2|. Procedure details: Use is made of 25.5 g (0.3 mol) of 2-pyrrolidone, 50.4 g (0.9 mol) of potassium hydroxide in 200 ml of dimethylsulphoxide and 115 g (0.94 mol) of ethylchloroacetate. After keeping the reaction mass of room temperature, it is added with 600 ml of water and extracted 3 times with portions of 100 ml of dichoroethane. The combined extracts are evaporated, the residue is subjected to fractionation to give 46.9 g (68%) of 2-oxo-1-pyrrolidinyl)acetic acid carboethoxymethyl ester, b.p. 197°-200° C. (10 ... Starting materials: C(C)(=O)OCC1=NC2=CC=CC(=C2C=C1)NCC(CC(C)(C)C1=C(C=CC(=C1)F)OC)(O)C(F)(F)F (1-(2-(acetoxymethyl)quinolin-5-ylamino)-4-(5-fluoro-2-methoxyphenyl)-4-methyl-2-(trifluoromethyl)pentan-2-ol), [BH4-].[Na+] (sodium borohydride). The solvent is CO (methanol), O1CCCC1 (tetrahydrofuran). Product: FC=1C=CC(=C(C1)C(CC(CNC1=C2C=CC(=NC2=CC=C1)CO)(O)C(F)(F)F)(C)C)OC (4-(5-Fluoro-2-methoxyphenyl)-1-(2-(hydroxymethyl)quinolin-5-ylamino)-4-methyl-2-(trifluoromethyl)pentan-2-ol). Reaction SMILES: C([O:4][CH2:5][C:6]1[CH:15]=[CH:14][C:13]2[C:8](=[CH:9][CH:10]=[CH:11][C:12]=2[NH:16][CH2:17][C:18]([C:33]([F:36])([F:35])[F:34])([OH:32])[CH2:19][C:20]([C:23]2[CH:28]=[C:27]([F:29])[CH:26]=[CH:25][C:24]=2[O:30][CH3:31])([CH3:22])[CH3:21])[N:7]=1)(=O)C.[BH4-].[Na+]>CO.O1CCCC1>[F:29][C:27]1[CH:26]=[CH:25][C:24]([O:30][CH3:31])=[C:23]([C:20]([CH3:21])([CH3:22])[CH2:19][C:18]([C:33]([F:34])([F:35])[F:36])([OH:32])[CH2:17][NH:16][C:12]2[CH:11]=[CH:10][CH:9]=[C:8]3[C:13]=2[CH:14]=[CH:15][C:6]([CH2:5][OH:4])=[N:7]3)[CH:28]=1 |f:1.2|. Reported procedure: In the reaction of 170 mg (0.34 mmol) of 1-(2-(acetoxymethyl)quinolin-5-ylamino)-4-(5-fluoro-2-methoxyphenyl)-4-methyl-2-(trifluoromethyl)pentan-2-ol with 53 mg (1.38 mmol) of sodium borohydride in 1.5 ml of methanol and 0.8 ml of tetrahydrofuran, 43 mg (27% of theory) of the product is obtained (cf. Example 14).